This data is from the Open Reaction Database (ORD), a public repository of structured organic reaction records. The task is: describe an organic reaction: reactants, conditions, products, and yield The reactants are ClC1=CC=C(C=C1)C1=CC=C(C=C1)NC(\C=C\C1=CC=C(C=C1)CN(C1CCOCC1)C)=O ((E)-N-(4′-chlorobiphenyl-4-yl)-3-(4-{[methyl-(tetrahydropyran-4-yl)amino]methyl}phenyl)acrylamide). Reagents/catalysts: [Ni] (Raney nickel). Run in CN(C)C=O (DMF). Run at time 3 hour. The product is ClC1=CC=C(C=C1)C1=CC=C(C=C1)NC(CCC1=CC=C(C=C1)CN(C1CCOCC1)C)=O (N-(4′-chlorobiphenyl-4-yl)-3-(4-{[methyl(tetrahydropyran-4-yl)amino]methyl}phenyl)propionamide). Reaction SMILES: [Cl:1][C:2]1[CH:7]=[CH:6][C:5]([C:8]2[CH:13]=[CH:12][C:11]([NH:14][C:15](=[O:33])/[CH:16]=[CH:17]/[C:18]3[CH:23]=[CH:22][C:21]([CH2:24][N:25]([CH3:32])[CH:26]4[CH2:31][CH2:30][O:29][CH2:28][CH2:27]4)=[CH:20][CH:19]=3)=[CH:10][CH:9]=2)=[CH:4][CH:3]=1>[Ni].CN(C=O)C>[Cl:1][C:2]1[CH:7]=[CH:6][C:5]([C:8]2[CH:13]=[CH:12][C:11]([NH:14][C:15](=[O:33])[CH2:16][CH2:17][C:18]3[CH:23]=[CH:22][C:21]([CH2:24][N:25]([CH3:32])[CH:26]4[CH2:27][CH2:28][O:29][CH2:30][CH2:31]4)=[CH:20][CH:19]=3)=[CH:10][CH:9]=2)=[CH:4][CH:3]=1. Procedure: A reaction mixture of 60 mg (0.13 mmol) of (E)-N-(4′-chlorobiphenyl-4-yl)-3-(4-{[methyl-(tetrahydropyran-4-yl)amino]methyl}phenyl)acrylamide and 20 mg of Raney nickel in 10 mL of DMF is hydrogenated for 3 hours at 50 psi and ambient temperature. The catalyst is filtered off and the filtrate is evaporated to dryness. The purification is carried out by column chromatography on silica gel (eluant: dichloromethane/methanol/ammonia (20:1:0.1)). Yield: 22 mg (29% of theory); melting point: 167° C.-173...